Dataset: the Open Reaction Database (ORD), a public repository of structured organic reaction records. Task: describe an organic reaction: reactants, conditions, products, and yield The reactants are O (Water), ClC1=CC=C(C=C1)C1CCC(CC1)C1(C(C2=CC=CC=C2C(C1Cl)=O)=O)Cl (2-[4-(4-chlorophenyl)cyclohexyl]-2,3-dichloro-2,3-dihydro-1,4-naphthoquinone), ClC1=CC=C(C=C1)C1CCC(CC1)C1(C(C2=CC=CC=C2C(C1Cl)=O)=O)Cl (2-[4-(4-chlorophenyl)cyclohexyl]-2,3-dichloro-2,3-dihydro-1,4-naphthoquinone), C(C)(=O)[O-].[Na+] (sodium acetate). Run in C(C)(=O)O (acetic acid). Yields the product ClC1=CC=C(C=C1)[C@@H]1CC[C@H](CC1)C=1C(C2=CC=CC=C2C(C1Cl)=O)=O (trans-2-[4-(4-chlorophenyl)cyclohexyl]-3-chloro-1,4-naphthoquinone). Yield: 89.3%. As a reaction SMILES: [Cl:1][C:2]1[CH:7]=[CH:6][C:5]([CH:8]2[CH2:13][CH2:12][CH:11]([C:14]3(Cl)[CH:23]([Cl:24])[C:22](=[O:25])[C:21]4[C:16](=[CH:17][CH:18]=[CH:19][CH:20]=4)[C:15]3=[O:26])[CH2:10][CH2:9]2)=[CH:4][CH:3]=1.C([O-])(=O)C.[Na+].O>C(O)(=O)C>[Cl:1][C:2]1[CH:3]=[CH:4][C:5]([C@H:8]2[CH2:13][CH2:12][C@H:11]([C:14]3[C:15](=[O:26])[C:16]4[C:21]([C:22](=[O:25])[C:23]=3[Cl:24])=[CH:20][CH:19]=[CH:18][CH:17]=4)[CH2:10][CH2:9]2)=[CH:6][CH:7]=1 |f:1.2|. Procedure details: 115.8 g of 2-[4-(4-chlorophenyl)cyclohexyl]-2,3-dichloro-2,3-dihydro-1,4-naphthoquinone (Formula III) obtained in Example 6 was suspended in glacial acetic acid (926 ml). 33.77 g anhydrous sodium acetate was then added to the mixture and heated to reflux for 1 hour. After which, the mixture was cooled. Water was then added. The precipitated product was filtered of and recrystallized from acetonitrile to obtain 94.5 g (89.34% yield) of the trans-isomer of the compound of Formula IV. Reactants: CC(C)(C)N(CCCCc1nc2cnc3cc(OCc4ccccc4)ccc3c2n1CCOc1ccccc1)C(=O)[O-], CCOCc1nc2cnc3cc(OCc4ccccc4)ccc3c2n1CC(C)(C)NS(C)(=O)=O. Product: CCOCc1nc2c[n+]([O-])c3cc(OCc4ccccc4)ccc3c2n1CC(C)(C)NS(C)(=O)=O. As a reaction SMILES: [C:35]([N:36]([CH2:37][CH2:38][CH2:39][CH2:40][c:42]1[n:43]([CH2:44][CH2:45][O:46][c:47]2[cH:48][cH:49][cH:50][cH:51][cH:52]2)[c:53]2[c:54]3[cH:55][cH:56][c:57]([O:58][CH2:59][c:60]4[cH:61][cH:62][cH:63][cH:64][cH:65]4)[cH:66][c:67]3[n:68][cH:69][c:70]2[n:71]1)[C:72]([O-:41])=[O:73])([CH3:74])([CH3:75])[CH3:76].[CH2:1]([c:2]1[cH:3][cH:4][cH:5][cH:6][cH:7]1)[O:8][c:9]1[cH:10][cH:11][c:12]2[c:13]3[c:14]([cH:15][n:16][c:17]2[cH:18]1)[n:19][c:20]([CH2:31][O:32][CH2:33][CH3:34])[n:21]3[CH2:22][C:23]([CH3:24])([CH3:25])[NH:26][S:27](=[O:28])(=[O:29])[CH3:30]>>[CH2:1]([c:2]1[cH:3][cH:4][cH:5][cH:6][cH:7]1)[O:8][c:9]1[cH:10][cH:11][c:12]2[c:13]3[c:14]([cH:15][n+:16]([O-:41])[c:17]2[cH:18]1)[n:19][c:20]([CH2:31][O:32][CH2:33][CH3:34])[n:21]3[CH2:22][C:23]([CH3:24])([CH3:25])[NH:26][S:27](=[O:28])(=[O:29])[CH3:30]. The reactants are C(C)(C)N(C(C)C)CC (N,N-diisopropylethylamine), ClC1=CC=C(CN)C=C1 (p-chlorobenzylamine), ClC1=NC2=CC(=CC=C2C(N1C1=CC=CC=C1)=O)C(=O)OC (methyl 2-chloro-4-oxo-3-phenyl-3,4-dihydroquinazoline-7-carboxylate). Run in C(C)(C)O (isopropyl alcohol). Conditions: temperature 100 celsius, time 1 hour. The product is ClC1=CC=C(CNC2=NC3=CC(=CC=C3C(N2C2=CC=CC=C2)=O)C(=O)OC)C=C1 (methyl 2-[(4-chlorobenzyl)amino]-4-oxo-3-phenyl-3,4-dihydroquinazoline-7-carboxylate). The yield is 28.6%. RXN SMILES: Cl[C:2]1[N:11]([C:12]2[CH:17]=[CH:16][CH:15]=[CH:14][CH:13]=2)[C:10](=[O:18])[C:9]2[C:4](=[CH:5][C:6]([C:19]([O:21][CH3:22])=[O:20])=[CH:7][CH:8]=2)[N:3]=1.C(N(CC)C(C)C)(C)C.[Cl:32][C:33]1[CH:40]=[CH:39][C:36]([CH2:37][NH2:38])=[CH:35][CH:34]=1>C(O)(C)C>[Cl:32][C:33]1[CH:40]=[CH:39][C:36]([CH2:37][NH:38][C:2]2[N:11]([C:12]3[CH:17]=[CH:16][CH:15]=[CH:14][CH:13]=3)[C:10](=[O:18])[C:9]3[C:4](=[CH:5][C:6]([C:19]([O:21][CH3:22])=[O:20])=[CH:7][CH:8]=3)[N:3]=2)=[CH:35][CH:34]=1. Procedure: To a suspension of methyl 2-chloro-4-oxo-3-phenyl-3,4-dihydroquinazoline-7-carboxylate (0.10 g, 0.25 mmol) in isopropyl alcohol (2.8 mL) was added N,N-diisopropylethylamine (93 μL, 0.53 mmol) and p-chlorobenzylamine (77.3 μL, 0.64 mmol). The reaction mixture was heated to 100° C. and stirred for 1 h. The mixture was then cooled to rt and concentrated. The residue was purified by flash silica gel chromatography (0% to 30% EtOAc/hexanes) to afford methyl 2-[(4-chlorobenzyl)amino]-4-oxo-3-phenyl-3,... Reactants: Cl, C1COCCO1, CCC1(CC)c2cc(O)ccc2CC(OC)C1NC(=O)OC(C)c1ccccc1. Product: CCC1(CC)c2cc(O)ccc2CC(OC)C1N. As a reaction SMILES: [ClH:30].[O:31]1[CH2:32][CH2:33][O:34][CH2:35][CH2:36]1.[c:1]1([CH:2]([O:3][C:4](=[O:5])[NH:11][CH:12]2[C:13]([CH2:25][CH3:26])([CH2:27][CH3:28])[c:14]3[cH:15][c:16]([OH:24])[cH:17][cH:18][c:19]3[CH2:20][CH:21]2[O:22][CH3:23])[CH3:6])[cH:7][cH:8][cH:9][cH:10][cH:29]1>>[NH2:11][CH:12]1[C:13]([CH2:25][CH3:26])([CH2:27][CH3:28])[c:14]2[cH:15][c:16]([OH:24])[cH:17][cH:18][c:19]2[CH2:20][CH:21]1[O:22][CH3:23]. The yield is 34.0%. As a reaction SMILES: CCCCCCCCCCCCCCC.[CH2:16]([OH:18])[CH3:17].[C:19]([N:22]1[CH2:26][CH2:25][CH:24]=[CH:23]1)(=[O:21])[CH3:20].[O:27]1CCC[CH2:28]1>Cl[Pd](Cl)([P](C1C=CC=CC=1)(C1C=CC=CC=1)C1C=CC=CC=1)[P](C1C=CC=CC=1)(C1C=CC=CC=1)C1C=CC=CC=1>[CH2:16]([O:18][C:28](=[O:27])[C@@H:23]1[CH2:24][CH2:25][CH2:26][N:22]1[C:19](=[O:21])[CH3:20])[CH3:17] |^1:34,53|. The reagents and catalysts are Cl[Pd]([P](C1=CC=CC=C1)(C2=CC=CC=C2)C3=CC=CC=C3)([P](C4=CC=CC=C4)(C5=CC=CC=C5)C6=CC=CC=C6)Cl ((PPh3)2PdCl2). The product is C(C)OC([C@H]1N(CCC1)C(C)=O)=O (N-acetylproline ethyl ester). Procedure details: A 70 mL stainless steel high pressure reactor having a Pyrex glass liner and a magnetic stir bar was charged with 5 mL of tetrahydrofuran, 0.5 mmol of n-pentadecane internal standard, 0.5 mmol of C2H5OH, 40 mg of (PPh3)2PdCl2, and 55.5 mg of N-acetyl-2-pyrroline. The reactor was pressurized to 1000 psi with CO at room temperature, and the reaction mixture was stirred at 100° C. for 21 hours. Thereafter, the reactor was cooled to room temperature and vented to atmospheric pressure. The product mi... Starting materials: CCCCCCCCCCCCCCC (n-pentadecane), C(C)O (C2H5OH), C(C)(=O)N1C=CCC1 (N-acetyl-2-pyrroline), O1CCCC1 (tetrahydrofuran), C(C)(=O)N1C=CCC1 (N-acetyl-2-pyrroline). Reaction conditions: temperature 100 celsius, time 21 hour. Reactants: BrC=1C=C2C(=C(C=NC2=CC1)C(=O)C1CC1)Cl ((6-bromo-4-chloroquinolin-3-yl)(cyclopropyl)methanone), CN1CCN(CC1)CCC=1C=C(N)C=CC1 (3-(2-(4-methylpiperazin-1-yl)ethyl)aniline). Product: BrC=1C=C2C(=C(C=NC2=CC1)C(=O)C1CC1)NC1=CC(=CC=C1)CCN1CCN(CC1)C ({6-Bromo-4-[3-(2-(4-methylpiperazin-1-yl)ethyl)phenylamino]quinolin-3-yl}(cyclopropyl)methanone). The yield is 55.8%. Reaction SMILES: [Br:1][C:2]1[CH:3]=[C:4]2[C:9](=[CH:10][CH:11]=1)[N:8]=[CH:7][C:6]([C:12]([CH:14]1[CH2:16][CH2:15]1)=[O:13])=[C:5]2Cl.[CH3:18][N:19]1[CH2:24][CH2:23][N:22]([CH2:25][CH2:26][C:27]2[CH:28]=[C:29]([CH:31]=[CH:32][CH:33]=2)[NH2:30])[CH2:21][CH2:20]1>>[Br:1][C:2]1[CH:3]=[C:4]2[C:9](=[CH:10][CH:11]=1)[N:8]=[CH:7][C:6]([C:12]([CH:14]1[CH2:16][CH2:15]1)=[O:13])=[C:5]2[NH:30][C:29]1[CH:31]=[CH:32][CH:33]=[C:27]([CH2:26][CH2:25][N:22]2[CH2:21][CH2:20][N:19]([CH3:18])[CH2:24][CH2:23]2)[CH:28]=1. Reported procedure: Following general procedure C, (6-bromo-4-chloroquinolin-3-yl)(cyclopropyl)methanone (240 mg, 0.77 mmol) was reacted with 3-(2-(4-methylpiperazin-1-yl)ethyl)aniline (170 mg, 0.77 mmol) to afford the desired product (212 mg, 55%) as a yellow solid: ESI MS m/z 493 [C26H29BrN4O+H]+. Reaction SMILES: Cl.[OH:2][C:3]1[C:4]([O:25][CH3:26])=[CH:5][C:6]2[CH2:15][CH:14]3[N:9]([CH2:10][CH2:11][C:12]4[CH:19]=[C:18]([O:20][CH3:21])[C:17]([O:22][CH3:23])=[CH:16][C:13]=43)[CH2:8][C:7]=2[CH:24]=1.[CH3:27][O:28][C:29]1[CH:30]=[C:31]([CH:37]=[C:38]([O:42][CH3:43])[C:39]=1[O:40][CH3:41])[CH:32]=[CH:33][C:34](Cl)=[O:35]>N1C=CC=CC=1>[CH3:23][O:22][C:17]1[C:18]([O:20][CH3:21])=[CH:19][C:12]2[CH2:11][CH2:10][N:9]3[CH:14]([CH2:15][C:6]4[CH:5]=[C:4]([O:25][CH3:26])[C:3]([O:2][C:34](=[O:35])[CH:33]=[CH:32][C:31]5[CH:30]=[C:29]([O:28][CH3:27])[C:39]([O:40][CH3:41])=[C:38]([O:42][CH3:43])[CH:37]=5)=[CH:24][C:7]=4[CH2:8]3)[C:13]=2[CH:16]=1 |f:0.1|. Reported procedure: 1.9 g of 10-hydroxy-2,3,11-trimethoxy-5,6,13,13a-tetrahydro-8H-dibenzo[a, g]quinolizine hydrochloride was treated in the same manner as described in Example 6, using 2.0 g of 3,4,5-trimethoxycinnamoyl chloride and 20 ml of anhydrous pyridine and there was obtained 1.3 g (46.4% yield) of 5,6,13,13a-tetrahydro-2,3,11-trimethoxy-10-(3', 4', 5'-trimethoxycinnamoyloxy)-8H-dibenzo[a, g]quinolizine as a pale yellow powder. The methiodide derived from this compound was found to be in agreement with the ... The yield is 46.0%. The reactants are Cl.OC=1C(=CC2=C(CN3CCC4=C(C3C2)C=C(C(=C4)OC)OC)C1)OC (10-hydroxy-2,3,11-trimethoxy-5,6,13,13a-tetrahydro-8H-dibenzo[a, g]quinolizine hydrochloride), COC=1C=C(C=CC(=O)Cl)C=C(C1OC)OC (3,4,5-trimethoxycinnamoyl chloride). The product is COC=1C(=CC2=C(C3CC4=C(CN3CC2)C=C(C(=C4)OC)OC(C=CC4=CC(=C(C(=C4)OC)OC)OC)=O)C1)OC (5,6,13,13a-tetrahydro-2,3,11-trimethoxy-10-(3', 4', 5'-trimethoxycinnamoyloxy)-8H-dibenzo[a, g]quinolizine). Solvent: N1=CC=CC=C1 (pyridine).